Dataset: the Open Reaction Database (ORD), a public repository of structured organic reaction records. Task: describe an organic reaction: reactants, conditions, products, and yield Reactants: BrC1=C(C=CC=C1)C(=O)N1CCOCC1 ((2-bromophenyl)(morpholino)methanone), NC=1C(=NC(=CN1)C1=C(C=C(C=C1)B1OC(C(O1)(C)C)(C)C)F)C#N (3-amino-6-(2-fluoro-4-(4,4,5,5-tetramethyl-1,3,2-dioxaborolan-2-yl)phenyl)pyrazine-2-carbonitrile). The product is NC=1C(=NC(=CN1)C1=C(C=C(C=C1)C1=C(C=CC=C1)C(=O)N1CCOCC1)F)C#N (3-Amino-6-[3-fluoro-2′-(morpholin-4-ylcarbonyl)biphenyl-4-yl]pyrazine-2-carbonitrile). As a reaction SMILES: Br[C:2]1[CH:7]=[CH:6][CH:5]=[CH:4][C:3]=1[C:8]([N:10]1[CH2:15][CH2:14][O:13][CH2:12][CH2:11]1)=[O:9].[NH2:16][C:17]1[C:18]([C:39]#[N:40])=[N:19][C:20]([C:23]2[CH:28]=[CH:27][C:26](B3OC(C)(C)C(C)(C)O3)=[CH:25][C:24]=2[F:38])=[CH:21][N:22]=1>>[NH2:16][C:17]1[C:18]([C:39]#[N:40])=[N:19][C:20]([C:23]2[CH:28]=[CH:27][C:26]([C:2]3[CH:7]=[CH:6][CH:5]=[CH:4][C:3]=3[C:8]([N:10]3[CH2:15][CH2:14][O:13][CH2:12][CH2:11]3)=[O:9])=[CH:25][C:24]=2[F:38])=[CH:21][N:22]=1. Procedure details: The title compound was prepared in a manner similar to that described in Example 88 using (2-bromophenyl)(morpholino)methanone and 3-amino-6-(2-fluoro-4-(4,4,5,5-tetramethyl-1,3,2-dioxaborolan-2-yl)phenyl)pyrazine-2-carbonitrile. MS (ESI): mass calcd. for C22H18FN5O2, 403.14; m/z found, 404.1 [M+H]+. 1H NMR (500 MHz, CD3OD) δ 7.45 (d, J=2.1, 1H), 6.71 (m, 1H), 6.32-6.21 (m, 3H), 6.17-6.10 (m, 2H), 6.07 (dd, J=12.4, 1.8, 1H), 2.40-2.22 (m, 3H), 2.13-2.03 (m, 2H), 1.86-1.77 (m, 1H), 1.62-1.49 (m, ... Starting materials: C#CCCCc1ccccc1, CCCCCCC, Cc1ccc(S(=O)(=O)Oc2ccc(C=O)cc2)cc1, ClCCl. Yields the product O=Cc1ccc(C#CCCCc2ccccc2)cc1. RXN SMILES: [CH2:20]([CH2:21][CH2:22][C:23]#[CH:24])[c:25]1[cH:26][cH:27][cH:28][cH:29][cH:30]1.[CH3:31][CH2:32][CH2:33][CH2:34][CH2:35][CH2:36][CH3:37].[CH:1](=[O:2])[c:3]1[cH:4][cH:5][c:6]([O:9][S:10]([c:11]2[cH:12][cH:13][c:14]([CH3:15])[cH:16][cH:17]2)(=[O:18])=[O:19])[cH:7][cH:8]1.[Cl:38][CH2:39][Cl:40]>>[CH:1](=[O:2])[c:3]1[cH:4][cH:5][c:6]([C:24]#[C:23][CH2:22][CH2:21][CH2:20][c:25]2[cH:26][cH:27][cH:28][cH:29][cH:30]2)[cH:7][cH:8]1. Reactants: C[Si](C)(C)CCOCn1cc(C#N)nc1C(=O)[O-], CCN(C(C)C)C(C)C, ClCCl, [K+], Nc1ccc(C2CC(=O)NC(=O)C2)cc1C1=CCCCC1. Yields the product C[Si](C)(C)CCOCn1cc(C#N)nc1C(=O)Nc1ccc(C2CC(=O)NC(=O)C2)cc1C1=CCCCC1. RXN SMILES: [C:23](#[N:24])[c:25]1[n:26][c:27]([C:38](=[O:39])[O-:40])[n:28]([CH2:30][O:31][CH2:32][CH2:33][Si:34]([CH3:35])([CH3:36])[CH3:37])[cH:29]1.[CH:41]([N:42]([CH2:43][CH3:44])[CH:45]([CH3:46])[CH3:47])([CH3:48])[CH3:49].[Cl:50][CH2:51][Cl:52].[K+:22].[NH2:1][c:2]1[c:3]([C:16]2=[CH:17][CH2:18][CH2:19][CH2:20][CH2:21]2)[cH:4][c:5]([CH:8]2[CH2:9][C:10](=[O:15])[NH:11][C:12](=[O:14])[CH2:13]2)[cH:6][cH:7]1>>[NH:1]([c:2]1[c:3]([C:16]2=[CH:17][CH2:18][CH2:19][CH2:20][CH2:21]2)[cH:4][c:5]([CH:8]2[CH2:9][C:10](=[O:15])[NH:11][C:12](=[O:14])[CH2:13]2)[cH:6][cH:7]1)[C:38]([c:27]1[n:26][c:25]([C:23]#[N:24])[cH:29][n:28]1[CH2:30][O:31][CH2:32][CH2:33][Si:34]([CH3:35])([CH3:36])[CH3:37])=[O:39]. The reactants are NC(=O)C1CCc2ccc(Cc3ccccc3)cc21, CC(C)=O, [Na+], [Na+], O=[Cr](=O)([O-])O[Cr](=O)(=O)[O-], O, O=S(=O)(O)O. Product: NC(=O)C1CCc2ccc(C(=O)c3ccccc3)cc21. As a reaction SMILES: [CH2:5]([c:6]1[cH:7][cH:8][cH:9][cH:10][cH:11]1)[c:12]1[cH:13][cH:14][c:15]2[c:19]([cH:20]1)[CH:18]([C:21](=[O:22])[NH2:23])[CH2:17][CH2:16]2.[CH3:1][C:2]([CH3:3])=[O:4].[Na+:24].[Na+:25].[O-:26][Cr:27]([O:28][Cr:29](=[O:30])(=[O:31])[O-:32])(=[O:33])=[O:34].[OH2:40].[S:35](=[O:36])(=[O:37])([OH:38])[OH:39]>>[O:4]=[C:5]([c:6]1[cH:7][cH:8][cH:9][cH:10][cH:11]1)[c:12]1[cH:13][cH:14][c:15]2[c:19]([cH:20]1)[CH:18]([C:21](=[O:22])[NH2:23])[CH2:17][CH2:16]2.